This data is from the Open Reaction Database (ORD), a public repository of structured organic reaction records. The task is: describe an organic reaction: reactants, conditions, products, and yield The reactants are NC1=CC(=NC2=CC=CC=C12)C(=O)O (4-Amino-2-quinoline carboxylic acid), C(=O)([O-])[O-].[K+].[K+] (K2CO3), C(C=C)Br (allyl bromide). Solvent: CN(C)C=O (DMF). The product is C(C=C)OC(=O)C1=NC2=CC=CC=C2C(=C1)N (2-allyloxycarbonyl-4-amino-quinoline). As a reaction SMILES: [NH2:1][C:2]1[C:11]2[C:6](=[CH:7][CH:8]=[CH:9][CH:10]=2)[N:5]=[C:4]([C:12]([OH:14])=[O:13])[CH:3]=1.C([O-])([O-])=O.[K+].[K+].[CH2:21](Br)[CH:22]=[CH2:23]>CN(C=O)C>[CH2:23]([O:13][C:12]([C:4]1[CH:3]=[C:2]([NH2:1])[C:11]2[C:6](=[CH:7][CH:8]=[CH:9][CH:10]=2)[N:5]=1)=[O:14])[CH:22]=[CH2:21] |f:1.2.3|. Reported procedure: 4-Amino-2-quinoline carboxylic acid (800 mg, 4.2 mmol) in DMF (10 ml) and K2CO3 (1.17 g, 8.5 mmol) was stirred at ambient temperature in the presence of allyl bromide (1.47 ml, 17 mmol) for 24 hours. The solvent was evaporated and the crude residue purified by subjecting to silico-gel chromatography, eluting with petroleum ether ethyl acetate 1/1) to give 2-allyloxycarbonyl-4-amino-quinoline (170 mg, NMR (CDCls): δ4.75-5 (m, 4H); 5.2-5.0 (m, 2H); 5.9-6.35 (m, 1H); 7.35-8.3 (m, 5H). Reactants: BrB(Br)Br, O=C([O-])[O-], COc1ccc2scc(C=O)c2c1, ClCCl, [Na+], [Na+]. Yields the product O=Cc1csc2ccc(O)cc12. RXN SMILES: [B:1]([Br:2])([Br:3])[Br:4].[C:18](=[O:19])([O-:20])[O-:21].[CH3:5][O:6][c:7]1[cH:8][cH:9][c:10]2[c:11]([c:12]([CH:15]=[O:16])[cH:13][s:14]2)[cH:17]1.[Cl:24][CH2:25][Cl:26].[Na+:22].[Na+:23]>>[OH:6][c:7]1[cH:8][cH:9][c:10]2[c:11]([c:12]([CH:15]=[O:16])[cH:13][s:14]2)[cH:17]1. Starting materials: NC1=C2N=CN(C2=NC=N1)C1OC(CC1OC(C1=CC=CC=C1)=O)C=CP(=O)(OCC)OCC (Benzoic acid 2-(6-amino-purin-9-yl)-5-[2-(diethoxy-phosphoryl)-vinyl]-tetrahydro-furan-3-yl ester), NC=1NC(C2=C(N1)N(N=N2)C2C(CC(O2)C=CP(O)(O)=O)O)=O ({2-[5-(5-Amino-7-oxo-6,7-dihydro-[1,2,3]triazolo[4,5-d]pyrimidin-3-yl)-4-hydroxy-tetrahydro-furan-2-yl]-vinyl}-phosphonic acid). Yields the product NC1=C2N=CN(C2=NC=N1)C1C(CC(O1)C=CP(O)(O)=O)O ({2-[5-(6-Amino-purin-9-yl)-4-hydroxy-tetrahydro-furan-2-yl]-vinyl}-phosphonic acid). The yield is 76.8%. RXN SMILES: [NH2:1][C:2]1[N:10]=[CH:9][N:8]=[C:7]2[C:3]=1[N:4]=[CH:5][N:6]2[CH:11]1[CH:15]([O:16]C(=O)C2C=CC=CC=2)[CH2:14][CH:13]([CH:25]=[CH:26][P:27]([O:32]CC)([O:29]CC)=[O:28])[O:12]1.NC1NC(=O)C2N=NN(C3OC(C=CP(=O)(O)O)CC3O)C=2N=1>>[NH2:1][C:2]1[N:10]=[CH:9][N:8]=[C:7]2[C:3]=1[N:4]=[CH:5][N:6]2[CH:11]1[O:12][CH:13]([CH:25]=[CH:26][P:27](=[O:28])([OH:29])[OH:32])[CH2:14][CH:15]1[OH:16]. Reported procedure: Compound 12.2 (103 mg, 68% yield) was synthesized from compound 12.1 (200 mg, 0.41 mmol) using the procedure for the preparation of compound 10.2. 1H NMR (D2O) δ 2.10 (m, 1H), 2.19 (m, 1H), 4.62 (m, 1H), 4.87 (m, 1H), 5.95 (m, 2H), 6.16 (m, 1H), 8.03 (s, 1H), 8.09 (s, 1H). 31P NMR (D2O) d 10.07. LRMS (ESI) MH+ C11H14N5O5P requires 328.2. Found 328.0. Reactants: BrC=1C(OC(CC1O)(C1=CC=CC=C1)C1=CC=CC=C1)=O (3-bromo-5,6-dihydro-4-hydroxy-6,6-diphenyl-2H-pyran-2-one), CC1=CC(=C(C=C1)S)C(C)C (4-methyl-2-isopropylbenzenethiol), N1CCCCC1 (piperidine). The solvent is ClCCl (dichloromethane). Yields the product OC1=C(C(OC(C1)(C1=CC=CC=C1)C1=CC=CC=C1)=O)SC1=C(C=C(C=C1)C)C(C)C (5,6-Dihydro-4-hydroxy-3-(4-methyl-2-isopropylphenylthio)-6,6-dipbenyl-2H-pyran-2-one). As a reaction SMILES: Br[C:2]1[C:3](=[O:21])[O:4][C:5]([C:15]2[CH:20]=[CH:19][CH:18]=[CH:17][CH:16]=2)([C:9]2[CH:14]=[CH:13][CH:12]=[CH:11][CH:10]=2)[CH2:6][C:7]=1[OH:8].[CH3:22][C:23]1[CH:28]=[CH:27][C:26]([SH:29])=[C:25]([CH:30]([CH3:32])[CH3:31])[CH:24]=1.N1CCCCC1>ClCCl>[OH:8][C:7]1[CH2:6][C:5]([C:15]2[CH:20]=[CH:19][CH:18]=[CH:17][CH:16]=2)([C:9]2[CH:14]=[CH:13][CH:12]=[CH:11][CH:10]=2)[O:4][C:3](=[O:21])[C:2]=1[S:29][C:26]1[CH:27]=[CH:28][C:23]([CH3:22])=[CH:24][C:25]=1[CH:30]([CH3:32])[CH3:31]. Reported procedure: The title compound was prepared as described in General Method 6 from 2.0 mmol of 3-bromo-5,6-dihydro-4-hydroxy-6,6-diphenyl-2H-pyran-2-one (prepared in example AAA), 2.1 mmol of 4-methyl-2-isopropylbenzenethiol, and 2.1 mmol of piperidine in 30 mL of dichloromethane. The product was chromatographed on silica gel, eluting first with chloroform and then with 5% methanol in chloroform (m.p. 185°-186° C.). 1H NMR (DMSO-d6) δ 1.17 (d, J=10 Hz, 6 H), 2.15 (s, 3 H), 3.17 (m, 1 H), 3.76 (bs, 2 H), 5.56... The reactants are CO, CCCS(=O)(=O)Nc1cc([N+](=O)[O-])ccc1C. The product is CCCS(=O)(=O)Nc1cc(N)ccc1C. Reaction SMILES: [CH3:18][OH:19].[CH3:1][c:2]1[c:3]([NH:11][S:12](=[O:13])(=[O:14])[CH2:15][CH2:16][CH3:17])[cH:4][c:5]([N+:8]([O-:9])=[O:10])[cH:6][cH:7]1>>[CH3:1][c:2]1[c:3]([NH:11][S:12](=[O:13])(=[O:14])[CH2:15][CH2:16][CH3:17])[cH:4][c:5]([NH2:8])[cH:6][cH:7]1. The reactants are CC#N, CCCCI, N#CC1CCCCNC1. Yields the product CCCCN1CCCCC(C#N)C1. Reaction SMILES: [CH3:15][C:16]#[N:17].[I:10][CH2:11][CH2:12][CH2:13][CH3:14].[NH:1]1[CH2:2][CH:3]([C:8]#[N:9])[CH2:4][CH2:5][CH2:6][CH2:7]1>>[N:1]1([CH2:11][CH2:12][CH2:13][CH3:14])[CH2:2][CH:3]([C:8]#[N:9])[CH2:4][CH2:5][CH2:6][CH2:7]1.